The task is: describe an organic reaction: reactants, conditions, products, and yield. This data is from the Open Reaction Database (ORD), a public repository of structured organic reaction records. Reactants: CNCCC1=CC=NC=C1 (4-[β-(methylamino)ethyl]pyridine), C(C=C)(=O)Cl (acryloyl chloride). Solvent: C(C)N(CC)CC (triethylamine). The product is CN(C(C=C)=O)CCC1=CC=NC=C1 (N-methyl-N-[2-(4-pyridinyl)ethyl]-2-propenamide), product. RXN SMILES: [CH3:1][NH:2][CH2:3][CH2:4][C:5]1[CH:10]=[CH:9][N:8]=[CH:7][CH:6]=1.[C:11](Cl)(=[O:14])[CH:12]=[CH2:13]>C(N(CC)CC)C>[CH3:1][N:2]([CH2:3][CH2:4][C:5]1[CH:10]=[CH:9][N:8]=[CH:7][CH:6]=1)[C:11](=[O:14])[CH:12]=[CH2:13]. Procedure details: The title compound was prepared according to the method of Example 3 from 4-[β-(methylamino)ethyl]pyridine (4.76 g, 0.035 mole), acryloyl chloride (3.15 g, 0.035 mole) and triethylamine (21 ml) to yield 3.4 g of product, m.p. ca. 129°-132° C. Starting materials: CCOC=NS(=O)(=O)c1ccc(Br)cc1, CCO, NCCCOc1cccc(CN2CCCCC2)c1. Product: O=S(=O)(NC=NCCCOc1cccc(CN2CCCCC2)c1)c1ccc(Br)cc1. RXN SMILES: [Br:19][c:20]1[cH:21][cH:22][c:23]([S:26](=[O:27])(=[O:28])[N:29]=[CH:30][O:31][CH2:32][CH3:33])[cH:24][cH:25]1.[CH3:34][CH2:35][OH:36].[N:1]1([CH2:7][c:8]2[cH:9][c:10]([O:11][CH2:12][CH2:13][CH2:14][NH2:15])[cH:16][cH:17][cH:18]2)[CH2:2][CH2:3][CH2:4][CH2:5][CH2:6]1>>[N:1]1([CH2:7][c:8]2[cH:9][c:10]([O:11][CH2:12][CH2:13][CH2:14][N:15]=[CH:30][NH:29][S:26]([c:23]3[cH:22][cH:21][c:20]([Br:19])[cH:25][cH:24]3)(=[O:27])=[O:28])[cH:16][cH:17][cH:18]2)[CH2:2][CH2:3][CH2:4][CH2:5][CH2:6]1.